Task: describe an organic reaction: reactants, conditions, products, and yield. Dataset: the Open Reaction Database (ORD), a public repository of structured organic reaction records Starting materials: N#Cc1ccccc1OCC1CO1, CC(N)CCc1ccccc1, CCO. The product is CC(CCc1ccccc1)NCC(O)COc1ccccc1C#N. As a reaction SMILES: [C:12](#[N:13])[c:14]1[c:15]([O:16][CH2:17][CH:18]2[CH2:19][O:20]2)[cH:21][cH:22][cH:23][cH:24]1.[CH3:1][CH:2]([CH2:3][CH2:4][c:5]1[cH:6][cH:7][cH:8][cH:9][cH:10]1)[NH2:11].[CH3:25][CH2:26][OH:27]>>[CH3:1][CH:2]([CH2:3][CH2:4][c:5]1[cH:6][cH:7][cH:8][cH:9][cH:10]1)[NH:11][CH2:19][CH:18]([CH2:17][O:16][c:15]1[c:14]([C:12]#[N:13])[cH:24][cH:23][cH:22][cH:21]1)[OH:20]. Starting materials: CC(C)(C)ONC(C(=O)O)C(=C=O)CSCCNC(=O)OCc1ccccc1, CCOC(=O)C1Cc2ccccc2CN1, CCOC(=O)C1Cc2ccccc2CN1C(=O)C(CCSCCNC(=O)OCc1ccccc1)NC(=O)OC(C)(C)C. Yields the product CCOC(=O)C1Cc2ccccc2CN1C(=O)C(N)CCSCCNC(=O)OCc1ccccc1. RXN SMILES: [CH2:1]([O:2][C:3]([NH:4][CH2:5][CH2:6][S:7][CH2:8][C:9](=[C:10]=[O:11])[CH:12]([C:13]([OH:14])=[O:15])[NH:16][O:17][C:18]([CH3:19])([CH3:20])[CH3:21])=[O:22])[c:23]1[cH:24][cH:25][cH:26][cH:27][cH:28]1.[CH2:29]1[c:30]2[c:31]([cH:32][cH:33][cH:34][cH:35]2)[CH2:36][CH:37]([C:38]([O:39][CH2:40][CH3:41])=[O:42])[NH:43]1.[CH2:44]([c:45]1[cH:46][cH:47][cH:48][cH:49][cH:50]1)[O:51][C:52](=[O:53])[NH:54][CH2:55][CH2:56][S:57][CH2:58][CH2:59][CH:60]([NH:61][C:62]([O:63][C:64]([CH3:65])([CH3:66])[CH3:67])=[O:68])[C:69](=[O:70])[N:71]1[CH2:72][c:73]2[cH:74][cH:75][cH:76][cH:77][c:78]2[CH2:79][CH:80]1[C:81](=[O:82])[O:83][CH2:84][CH3:85]>>[CH2:44]([c:45]1[cH:46][cH:47][cH:48][cH:49][cH:50]1)[O:51][C:52](=[O:53])[NH:54][CH2:55][CH2:56][S:57][CH2:58][CH2:59][CH:60]([NH2:61])[C:69](=[O:70])[N:71]1[CH2:72][c:73]2[cH:74][cH:75][cH:76][cH:77][c:78]2[CH2:79][CH:80]1[C:81](=[O:82])[O:83][CH2:84][CH3:85].